Dataset: the Open Reaction Database (ORD), a public repository of structured organic reaction records. Task: describe an organic reaction: reactants, conditions, products, and yield Starting materials: C[O-].[Na+] (sodium methoxide), C(C)C1=NC=2C(=NC(=CC2C)C)N1CC1=CC=C(C=C1)C1=C(C=CC=C1)C1=NN=NN1C1=CC=C(C=C1)[N+](=O)[O-] (2-ethyl-5,7-dimethyl-3-[(2'-(1-(4-nitrophenyl)-1H-tetrazol-5-yl)biphenyl-4-yl)methyl]-3H-imidazo[4,5-b]pyridine). The solvent is CO (methanol), CO (methanol). The product is C(C)C1=NC=2C(=NC(=CC2C)C)N1CC1=CC=C(C=C1)C1=C(C=CC=C1)C1=NN=NN1 (2-ethyl-5,7-dimethyl-3-[(2'-(1H-tetrazol-5-yl)biphenyl-4-yl)methyl]-3H-imidazo[4,5-b]pyridine). The yield is 77.7%. RXN SMILES: C[O-].[Na+].[CH2:4]([C:6]1[N:16]([CH2:17][C:18]2[CH:23]=[CH:22][C:21]([C:24]3[CH:29]=[CH:28][CH:27]=[CH:26][C:25]=3[C:30]3[N:34](C4C=CC([N+]([O-])=O)=CC=4)[N:33]=[N:32][N:31]=3)=[CH:20][CH:19]=2)[C:9]2=[N:10][C:11]([CH3:15])=[CH:12][C:13]([CH3:14])=[C:8]2[N:7]=1)[CH3:5]>CO>[CH2:4]([C:6]1[N:16]([CH2:17][C:18]2[CH:19]=[CH:20][C:21]([C:24]3[CH:29]=[CH:28][CH:27]=[CH:26][C:25]=3[C:30]3[NH:34][N:33]=[N:32][N:31]=3)=[CH:22][CH:23]=2)[C:9]2=[N:10][C:11]([CH3:15])=[CH:12][C:13]([CH3:14])=[C:8]2[N:7]=1)[CH3:5] |f:0.1|. Procedure details: A solution of sodium methoxide in methanol (30% w/v, 4 mL) was added to a solution of 2-ethyl-5,7-dimethyl-3-[(2'-(1-(4-nitrophenyl)-1H-tetrazol-5-yl)biphenyl-4-yl)methyl]-3H-imidazo[4,5-b]pyridine (A) (1.0 g) in methanol (20 mL) and the mixture was heated under reflux for 18 hours. The mixture was cooled to ambient temperature and solvent was removed by evaporation. The residue was dissolved in water (50 mL) and the solution was extracted with ether (2×50 mL). The aqueous layer was separated an... The reactants are CO, [Na+], [OH-], CCOC(=O)CC(=O)Nc1cc(C)c(Oc2ccc(O)c(CC3CCOCC3)c2)c2c1CCC2. Product: Cc1cc(NC(=O)CC(=O)O)c2c(c1Oc1ccc(O)c(CC3CCOCC3)c1)CCC2. RXN SMILES: [CH3:37][OH:38].[Na+:36].[OH-:35].[OH:1][c:2]1[c:3]([CH2:28][CH:29]2[CH2:30][CH2:31][O:32][CH2:33][CH2:34]2)[cH:4][c:5]([O:6][c:7]2[c:8]([CH3:25])[cH:9][c:10]([NH:16][C:17]([CH2:18][C:19](=[O:20])[O:21][CH2:22][CH3:23])=[O:24])[c:11]3[c:15]2[CH2:14][CH2:13][CH2:12]3)[cH:26][cH:27]1>>[OH:1][c:2]1[c:3]([CH2:28][CH:29]2[CH2:30][CH2:31][O:32][CH2:33][CH2:34]2)[cH:4][c:5]([O:6][c:7]2[c:8]([CH3:25])[cH:9][c:10]([NH:16][C:17]([CH2:18][C:19](=[O:20])[OH:21])=[O:24])[c:11]3[c:15]2[CH2:14][CH2:13][CH2:12]3)[cH:26][cH:27]1. The reactants are O(C1=CC=CC=C1)CCBr (2-Phenoxyethyl bromide), N1CCC(CC1)OC=1C=C2C=CNC(C2=CC1)=O (6-(piperidin-4-yloxy)-2H-isoquinolin-1-one), C([O-])([O-])=O.[K+].[K+] (potassium carbonate). Run in CN(C=O)C (N, N-dimethylformamide). Run at time 17 hour. Yields the product O(C1=CC=CC=C1)CCN1CCC(CC1)OC=1C=C2C=CNC(C2=CC1)=O (6-[1-(2-phenoxyethyl)piperidin-4-yloxy]-2H-isoquinolin-1-one). As a reaction SMILES: [O:1]([CH2:8][CH2:9]Br)[C:2]1[CH:7]=[CH:6][CH:5]=[CH:4][CH:3]=1.[NH:11]1[CH2:16][CH2:15][CH:14]([O:17][C:18]2[CH:19]=[C:20]3[C:25](=[CH:26][CH:27]=2)[C:24](=[O:28])[NH:23][CH:22]=[CH:21]3)[CH2:13][CH2:12]1.C(=O)([O-])[O-].[K+].[K+]>CN(C)C=O>[O:1]([CH2:8][CH2:9][N:11]1[CH2:12][CH2:13][CH:14]([O:17][C:18]2[CH:19]=[C:20]3[C:25](=[CH:26][CH:27]=2)[C:24](=[O:28])[NH:23][CH:22]=[CH:21]3)[CH2:15][CH2:16]1)[C:2]1[CH:7]=[CH:6][CH:5]=[CH:4][CH:3]=1 |f:2.3.4|. Reported procedure: 2-Phenoxyethyl bromide (1 mol eq) was added to a suspension of 6-(piperidin-4-yloxy)-2H-isoquinolin-1-one (30 mg, 0.12 mmol) and potassium carbonate (50 mgs, 3 mol) in N, N-dimethylformamide (1 ml) and shaken for 17 hours. The reactions was quenched with hydrochloric acid (2M) and methanol and passed down an SCX cartridge. The product was purified by preparative HPLC under basic conditions. The clean product was isolated by evaporation under reduced pressure to afford 6-[1-(2-phenoxyethyl)piperi... Reaction conditions: temperature 7.5 celsius. Reported procedure: An oven dried round bottom flask is charged with boron tribromide (13 mL, 140 mmol) and is cooled to −30-45° C. 2-Fluoro-5-methyl-benzyl alcohol (6.5 g, 46 mmol) is then added slowly after which time the reaction is allowed to warm to room temperature. RXN SMILES: B(Br)(Br)[Br:2].[F:5][C:6]1[CH:13]=[CH:12][C:11]([CH3:14])=[CH:10][C:7]=1[CH2:8]O>>[F:5][C:6]1[CH:13]=[CH:12][C:11]([CH3:14])=[CH:10][C:7]=1[CH2:8][Br:2]. Starting materials: B(Br)(Br)Br (boron tribromide), FC1=C(CO)C=C(C=C1)C (2-Fluoro-5-methyl-benzyl alcohol). The product is FC1=C(CBr)C=C(C=C1)C (2-Fluoro-5-methylbenzyl bromide).